This data is from the Open Reaction Database (ORD), a public repository of structured organic reaction records. The task is: describe an organic reaction: reactants, conditions, products, and yield Reactants: FC=1C=C(C=CC1I)N1C(OC(C1)CO)=O (3-(3-fluoro-4-iodo-phenyl)-5-hydroxymethyl-oxazolidin-2-one), O1N=C(C=C1)O (isoxazol-3-ol), C1(=CC=CC=C1)P(C1=CC=CC=C1)C1=CC=CC=C1 (triphenylphosphine), N(=NC(=O)OC(C)C)C(=O)OC(C)C (diisopropyl azodicarboxylate). The solvent is C1CCOC1 (THF). Reaction conditions: time 2 hour. Yields the product FC=1C=C(C=CC1I)N1C(OC(C1)COC1=NOC=C1)=O (3-(3-fluoro-4-iodo-phenyl)-5-(isoxazol-3-yloxymethyl)-oxazolidin-2-one). The yield is 84.1%. RXN SMILES: [F:1][C:2]1[CH:3]=[C:4]([N:9]2[CH2:13][CH:12]([CH2:14][OH:15])[O:11][C:10]2=[O:16])[CH:5]=[CH:6][C:7]=1[I:8].[O:17]1[CH:21]=[CH:20][C:19](O)=[N:18]1.C1(P(C2C=CC=CC=2)C2C=CC=CC=2)C=CC=CC=1.N(C(OC(C)C)=O)=NC(OC(C)C)=O>C1COCC1>[F:1][C:2]1[CH:3]=[C:4]([N:9]2[CH2:13][CH:12]([CH2:14][O:15][C:19]3[CH:20]=[CH:21][O:17][N:18]=3)[O:11][C:10]2=[O:16])[CH:5]=[CH:6][C:7]=1[I:8]. Reported procedure: To a solution of 3-(3-fluoro-4-iodo-phenyl)-5-hydroxymethyl-oxazolidin-2-one (1.0 g, 2.97 mmol), isoxazol-3-ol (0.30 g, 3.56 mmol) and triphenylphosphine (1.02 g, 3.86 mmol) in THF (15 mL) was added diisopropyl azodicarboxylate (DIAD, 0.74 mL, 3.56 mmol) dropwise at 0° C. The reaction was warmed to room temperature and stirring was continued for 2 h. The solvent was evaporated and the crude was purified on silica gel, eluting with hexanes/EtOAc 2:1 to 3:2, to give 3-(3-fluoro-4-iodo-phenyl)-5-(i... Reactants: C(C1=CC=CC=C1)N1CCC(=CC1)C=1SC2=C(C1)C=CC=C2 (1-benzyl-4-(benzothiophen-2-yl)-1,2,3,6-tetrahydropyridine), ClCCOC(=O)Cl (2-chloroethylchloroformate). Solvent: ClCCl (dichloromethane). Run at time 1 hour. Product: Cl.S1C(=CC2=C1C=CC=C2)C=2CCNCC2 (4-(Benzothiophen-2-yl)-1,2,3,6-tetrahydropyridine hydrochloride). RXN SMILES: C([N:8]1[CH2:13][CH:12]=[C:11]([C:14]2[S:15][C:16]3[CH:22]=[CH:21][CH:20]=[CH:19][C:17]=3[CH:18]=2)[CH2:10][CH2:9]1)C1C=CC=CC=1.[Cl:23]CCOC(Cl)=O>ClCCl>[ClH:23].[S:15]1[C:16]2[CH:22]=[CH:21][CH:20]=[CH:19][C:17]=2[CH:18]=[C:14]1[C:11]1[CH2:12][CH2:13][NH:8][CH2:9][CH:10]=1 |f:3.4|. Reported procedure: To a solution of 1-benzyl-4-(benzothiophen-2-yl)-1,2,3,6-tetrahydropyridine (4 g, 13.1 mmol) in anhydrous dichloromethane (50 ml) at 0° C. under nitrogen was added 2-chloroethylchloroformate (1.84 ml, 17.0 mmol) and the mixture stirred for 1 hr. The reaction mixture was concentrated in vacuo, methanol (20 ml) added and heated to reflux for 1 hr. After cooling the title compound was collected by filtration (2.2 g, 67%), m.p. 269° C. (dec.). Starting materials: CI, COc1ccc(-c2cc3ccc(OC)cc3[nH]2)cc1, N, [Na], C1CCOC1. Product: COc1ccc(-c2cc3ccc(OC)cc3n2C)cc1. As a reaction SMILES: [CH3:22][I:23].[CH3:3][O:4][c:5]1[cH:6][cH:7][c:8](-[c:11]2[nH:12][c:13]3[cH:14][c:15]([O:20][CH3:21])[cH:16][cH:17][c:18]3[cH:19]2)[cH:9][cH:10]1.[NH3:2].[Na:1].[O:24]1[CH2:25][CH2:26][CH2:27][CH2:28]1>>[CH3:3][O:4][c:5]1[cH:6][cH:7][c:8](-[c:11]2[n:12]([CH3:22])[c:13]3[cH:14][c:15]([O:20][CH3:21])[cH:16][cH:17][c:18]3[cH:19]2)[cH:9][cH:10]1. Reactants: C(CCC)[Li] (butyllithium), BrCCBr (1,2-dibromoethane), COC1=CCC2=CC=CC=C12 (3-methoxyindene). Run in CCCCCC (hexane), C1CCOC1 (THF), C1CCOC1 (THF). Run at temperature 50 celsius, time 2 hour. Product: COC1=CC(C2=CC=CC=C12)CCC1C=C(C2=CC=CC=C12)OC (1,2-Bis(3-methoxyindenyl)ethane). Reaction SMILES: [CH3:1][O:2][C:3]1[C:11]2[C:6](=[CH:7][CH:8]=[CH:9][CH:10]=2)[CH2:5][CH:4]=1.[CH2:12]([Li])[CH2:13][CH2:14][CH3:15].Br[CH2:18][CH2:19]Br>C1COCC1.CCCCCC>[CH3:1][O:2][C:3]1[C:11]2[C:6](=[CH:7][CH:8]=[CH:9][CH:10]=2)[CH:5]([CH2:15][CH2:14][CH:13]2[C:12]3[C:4](=[CH:5][CH:6]=[CH:18][CH:19]=3)[C:3]([O:2][CH3:1])=[CH:11]2)[CH:4]=1. Reported procedure: 10.9 g (75 mmol) of 3-methoxyindene (prepared as described in J. Am. Chem. Soc. 106 (1984) 6702) were dissolved in 100 ml of THF, and 47 ml (75.2 mmol) of a 1.6M butyllithium solution in hexane were added. The mixture was stirred at 50° C. for 2 hours, 3.25 ml (30.1 mmol) of 1,2-dibromoethane in 30 ml of THF were added dropwise at -78° C., and the mixture was warmed to room temperature. The solvent was stripped off, and the product was extracted with toluene. Yield 6.2 g (64%). The reactants are BrB(Br)Br, COc1ccc(C)cc1N1CCC2(CC1)CCN(c1ccc(OC(F)(F)F)cc1)C2=O. Product: Cc1ccc(O)c(N2CCC3(CC2)CCN(c2ccc(OC(F)(F)F)cc2)C3=O)c1. As a reaction SMILES: [B:32]([Br:33])([Br:34])[Br:35].[CH3:1][O:2][c:3]1[c:4]([N:10]2[CH2:11][CH2:12][C:13]3([CH2:14][CH2:15][N:16]([c:19]4[cH:20][cH:21][c:22]([O:25][C:26]([F:27])([F:28])[F:29])[cH:23][cH:24]4)[C:17]3=[O:18])[CH2:30][CH2:31]2)[cH:5][c:6]([CH3:9])[cH:7][cH:8]1>>[OH:2][c:3]1[c:4]([N:10]2[CH2:11][CH2:12][C:13]3([CH2:14][CH2:15][N:16]([c:19]4[cH:20][cH:21][c:22]([O:25][C:26]([F:27])([F:28])[F:29])[cH:23][cH:24]4)[C:17]3=[O:18])[CH2:30][CH2:31]2)[cH:5][c:6]([CH3:9])[cH:7][cH:8]1.